This data is from the Open Reaction Database (ORD), a public repository of structured organic reaction records. The task is: describe an organic reaction: reactants, conditions, products, and yield Reactants: CCCCCC.C(CCC)[Li] (n-butyl lithium hexane), BrC=1C=C2C=CC(=CC2=CC1)C(=O)NC (6-bromo-N-methyl-2-naphthamide), C1=C2N(C=N1)CCC2=O (5,6-dihydro-7H-pyrrolo[1,2-c]imidazol-7-one), [Cl-].[NH4+] (ammonium chloride). Run in C1CCOC1 (THF), C1CCOC1 (THF), C1CCOC1 (THF). Reaction conditions: time 1 hour. Product: OC1(CCN2C=NC=C21)C=2C=C1C=CC(=CC1=CC2)C(=O)NC (6-(7-hydroxy-6,7-dihydro-5H-pyrrolo[1,2-c]imidazol-7-yl)-N-methyl-2-naphthamide). Isolated yield 36.6%. Reaction SMILES: CCCCCC.C([Li])CCC.Br[C:13]1[CH:14]=[C:15]2[C:20](=[CH:21][CH:22]=1)[CH:19]=[C:18]([C:23]([NH:25][CH3:26])=[O:24])[CH:17]=[CH:16]2.[CH:27]1[N:31]=[CH:30][N:29]2[CH2:32][CH2:33][C:34](=[O:35])[C:28]=12.[Cl-].[NH4+]>C1COCC1>[OH:35][C:34]1([C:13]2[CH:14]=[C:15]3[C:20](=[CH:21][CH:22]=2)[CH:19]=[C:18]([C:23]([NH:25][CH3:26])=[O:24])[CH:17]=[CH:16]3)[C:28]2[N:29]([CH:30]=[N:31][CH:27]=2)[CH2:32][CH2:33]1 |f:0.1,4.5|. Procedure details: Dry THF (150 ml) was cooled to −65° C. in a dry ice-acetone bath under an argon atmosphere and n-butyl lithium hexane solution (1.6M: 45.2 ml) was added. A solution of 6-bromo-N-methyl-2-naphthamide (8.68 g) in dry THF (700 ml) cooled to 10° C. was added to this solution at not more than −55° C., and the mixture was stirred for 1 h. A dry THF solution (60 ml) of 5,6-dihydro-7H-pyrrolo[1,2-c]imidazol-7-one (3.65 g) was added dropwise. The mixture was stirred at the same temperature for 1.5 h and ... The reactants are NC1=C(C=C(C=C1)Br)NCC1(CC1)C(=O)OCC (ethyl 1-((2-amino-5-bromophenylamino)methyl)cyclopropanecarboxylate). The reagents and catalysts are C(C)(C)O[Ti](OC(C)C)(OC(C)C)OC(C)C (tetraisopropoxytitanium). Run in C1(=CC=CC=C1)C (toluene), O (water). Reaction conditions: temperature 90 celsius, time 12 hour. Yields the product BrC1=CC2=C(NC(C3(CC3)CN2)=O)C=C1 (7-bromo-4,5-dihydrospiro[benzo[b][1,4]diazepine-3,1′-cyclopropan]-2(1H)-one). Isolated yield 74.9%. As a reaction SMILES: [NH2:1][C:2]1[CH:7]=[CH:6][C:5]([Br:8])=[CH:4][C:3]=1[NH:9][CH2:10][C:11]1([C:14]([O:16]CC)=O)[CH2:13][CH2:12]1>C1(C)C=CC=CC=1.O.C(O[Ti](OC(C)C)(OC(C)C)OC(C)C)(C)C>[Br:8][C:5]1[CH:6]=[CH:7][C:2]2[NH:1][C:14](=[O:16])[C:11]3([CH2:10][NH:9][C:3]=2[CH:4]=1)[CH2:13][CH2:12]3. Procedure: To a stirred solution of ethyl 1-((2-amino-5-bromophenylamino)methyl)cyclopropanecarboxylate (624 mg, 2.0 mmol) in toluene (15 mL) was added dropwise tetraisopropoxytitanium (1.2 g, 4.0 mmol). After addition was complete, the reaction was stirred for 12 hours at 90° C. The mixture was diluted with water (200 mL), extracted with ethyl acetate (200 mL). The organic layer was separated, dried by sodium sulfate, filtered and concentrated to give the crude 7-bromo-4,5-dihydrospiro[benzo[b][1,4]diazep... Reactants: C(C)(C)(C1=CC=CC=C1)C1=C(C(=CC(=C1)C(CC(C)(C)C)(C)C)N1N=C2C(=N1)C=CC(=C2)C(F)(F)F)O (2-cumyl-4-(1,1,3,3-tetramethyl-butyl)-6-(5-trifluromethyl-benzotriazol-2-yl)phenol), Cl[O-].[Na+] (sodium hypochlorite), C(C)O (ethanol), CCCCCCC (heptane), O (water), CCCCCCC (heptane). Reaction conditions: temperature 45 celsius. Product: ClC1=C(C(=CC(=C1)C(CC(C)(C)C)(C)C)N1N=C2C(=N1)C=CC(=C2)C(F)(F)F)O (2-Chloro-4-(1,1,3,3-tetramethyl-butyl)-6-(5-trifluromethyl-benzotriazol-2-yl)phenol). As a reaction SMILES: C([C:10]1[CH:15]=[C:14]([C:16]([CH3:23])([CH3:22])[CH2:17][C:18]([CH3:21])([CH3:20])[CH3:19])[CH:13]=[C:12]([N:24]2[N:28]=[C:27]3[CH:29]=[CH:30][C:31]([C:33]([F:36])([F:35])[F:34])=[CH:32][C:26]3=[N:25]2)[C:11]=1[OH:37])(C1C=CC=CC=1)(C)C.[Cl:38][O-].[Na+].C(O)C.CCCCCCC.O>>[Cl:38][C:10]1[CH:15]=[C:14]([C:16]([CH3:23])([CH3:22])[CH2:17][C:18]([CH3:19])([CH3:21])[CH3:20])[CH:13]=[C:12]([N:24]2[N:28]=[C:27]3[CH:29]=[CH:30][C:31]([C:33]([F:36])([F:34])[F:35])=[CH:32][C:26]3=[N:25]2)[C:11]=1[OH:37] |f:1.2|. Reported procedure: A flask containing 2-cumyl-4-(1,1,3,3-tetramethyl-butyl)-6-(5-trifluromethyl-benzotriazol-2-yl)phenol (7.5 g, 0.014 mol), 7% aqueous sodium hypochlorite (125 g, 0.12 mol), ethanol (85 g, 1.83 mol), and heptane (85 g, 0.84 mol) is heated to 45° C. with agitation. After a one hour hold, water (150 g, 8.33 mol) and heptane (150 g, 1.49 mol) are added to the reaction mass to dissolve all solids. The aqueous layer is removed and heptane is distilled off yielding a white residue. The white residue is ... Reactants: CC1(CCOC2=CC=CC=C12)C (4,4-dimethylchromane), ice water, C(C)(=O)Cl (acetyl chloride), [Cl-].[Cl-].[Cl-].[Al+3] (aluminium trichloride). Run in [N+](=O)([O-])C1=CC=CC=C1 (nitrobenzene), [N+](=O)([O-])C1=CC=CC=C1 (nitrobenzene). Run at time 1 hour. Yields the product CC1(CCOC2=CC=C(C=C12)C(C)=O)C (4,4-dimethyl-6-acetylchromane). Isolated yield 58.7%. RXN SMILES: [C:1](Cl)(=[O:3])[CH3:2].[Cl-].[Cl-].[Cl-].[Al+3].[CH3:9][C:10]1([CH3:20])[C:19]2[C:14](=[CH:15][CH:16]=[CH:17][CH:18]=2)[O:13][CH2:12][CH2:11]1>[N+](C1C=CC=CC=1)([O-])=O>[CH3:9][C:10]1([CH3:20])[C:19]2[C:14](=[CH:15][CH:16]=[C:17]([C:1](=[O:3])[CH3:2])[CH:18]=2)[O:13][CH2:12][CH2:11]1 |f:1.2.3.4|. Reported procedure: 3.4 g of acetyl chloride were dissolved in 30 ml of nitrobenzene and the solution was treated portionwise at 0°-5° C. with 5.7 g of aluminium trichloride. To this mixture was added dropwise at 0°-5° C. a solution of 6.9 g of 4,4-dimethylchromane in 15 ml of nitrobenzene. After stirring for 1 hour, the mixture was poured into ice/water, extracted with ether, the organic phase was washed with 1N sodium hydroxide solution and a saturated sodium chloride solution, dried over sodium sulphate and evap... Starting materials: [OH-].[Na+] (NaOH), [Cl-].C(CCC)[N+]1=CN(C=C1)C (1-butyl-3-methylimidazolium chloride), [Cl-].C(CCC)[N+]1=CN(C=C1)C (1-butyl-3-methylimidazolium chloride). Run in O (water), O (water). Yields the product [OH-].C(CCC)[N+]1=CN(C=C1)C (1-butyl-3-methylimidazolium hydroxide). RXN SMILES: [OH-:1].[Na+].[Cl-].[CH2:4]([N+:8]1[CH:12]=[CH:11][N:10]([CH3:13])[CH:9]=1)[CH2:5][CH2:6][CH3:7]>O>[OH-:1].[CH2:4]([N+:8]1[CH:12]=[CH:11][N:10]([CH3:13])[CH:9]=1)[CH2:5][CH2:6][CH3:7] |f:0.1,2.3,5.6|. Reported procedure: Amberlite IRA400 (OH) (140 mL) was poured into a chromatographic column tube, and 1N NaOH aqueous solution (2.5 L) was poured therein to activate the Amberlite IRA400 (OH). Thereafter, pure water (1.5 L) was poured into the tube until a filtrate became neutral. Pure water (50 mL) was added to 1-butyl-3-methylimidazolium chloride (5.0 g, 28.63 mmol) to melt the 1-butyl-3-methylimidazolium chloride, and this mixture was poured into the activated Amberlite IRA400 (OH), to obtain a 1-butyl-3-methyli... Reactants: CCS(=O)(=O)c1ccc([N+](=O)[O-])cc1C#N, CO. The product is CCS(=O)(=O)c1ccc(N)cc1C#N. Reaction SMILES: [CH2:1]([CH3:2])[S:3](=[O:4])(=[O:5])[c:6]1[c:7]([C:8]#[N:9])[cH:10][c:11]([N+:14]([O-:15])=[O:16])[cH:12][cH:13]1.[CH3:17][OH:18]>>[CH2:1]([CH3:2])[S:3](=[O:4])(=[O:5])[c:6]1[c:7]([C:8]#[N:9])[cH:10][c:11]([NH2:14])[cH:12][cH:13]1.